This data is from the Open Reaction Database (ORD), a public repository of structured organic reaction records. The task is: describe an organic reaction: reactants, conditions, products, and yield Reactants: CNc1ncc2cc(-c3c(C)ccc4c(Nc5ccc6c(c5)N(C(C)=O)CC6(C)C)nccc34)ccc2n1, CCO, Cl. The product is CNc1ncc2cc(-c3c(C)ccc4c(Nc5ccc6c(c5)NCC6(C)C)nccc34)ccc2n1. RXN SMILES: [CH3:1][C:2]1([CH3:38])[CH2:3][N:4]([C:35](=[O:36])[CH3:37])[c:5]2[cH:6][c:7]([NH:11][c:12]3[n:13][cH:14][cH:15][c:16]4[c:17](-[c:23]5[cH:24][c:25]6[cH:26][n:27][c:28]([NH:33][CH3:34])[n:29][c:30]6[cH:31][cH:32]5)[c:18]([CH3:22])[cH:19][cH:20][c:21]34)[cH:8][cH:9][c:10]21.[CH3:40][CH2:41][OH:42].[ClH:39]>>[CH3:1][C:2]1([CH3:38])[CH2:3][NH:4][c:5]2[cH:6][c:7]([NH:11][c:12]3[n:13][cH:14][cH:15][c:16]4[c:17](-[c:23]5[cH:24][c:25]6[cH:26][n:27][c:28]([NH:33][CH3:34])[n:29][c:30]6[cH:31][cH:32]5)[c:18]([CH3:22])[cH:19][cH:20][c:21]34)[cH:8][cH:9][c:10]21. Reactants: crude product, C(C)C=1C=C(C=CC1CC)CC(C(=O)OC)NC(=O)N1CCC(CC1)N1C(NC2=C(CC1)C=CC=C2)=O (methyl 3-(3,4-diethyl-phenyl)-2-{[4-(2-oxo-1,2,4,5-tetrahydro-1,3-benzodiazepin-3-yl)-piperidine-1-carbonyl]-amino}-propionate), O.[OH-].[Li+] (lithium hydroxide hydrate). Solvent: CCO (EtOH). Run at time 8 hour. Product: C(C)C=1C=C(C=CC1CC)CC(C(=O)O)NC(=O)N1CCC(CC1)N1C(NC2=C(CC1)C=CC=C2)=O (3-(3,4-diethyl-phenyl)-2-{[4-(2-oxo-1,2,4,5-tetrahydro-1,3-benzodiazepin-3-yl)-piperidine-1-carbonyl]-amino}-propionic acid). As a reaction SMILES: [CH2:1]([C:3]1[CH:4]=[C:5]([CH2:11][CH:12]([NH:17][C:18]([N:20]2[CH2:25][CH2:24][CH:23]([N:26]3[CH2:32][CH2:31][C:30]4[CH:33]=[CH:34][CH:35]=[CH:36][C:29]=4[NH:28][C:27]3=[O:37])[CH2:22][CH2:21]2)=[O:19])[C:13]([O:15]C)=[O:14])[CH:6]=[CH:7][C:8]=1[CH2:9][CH3:10])[CH3:2].O.[OH-].[Li+]>CCO>[CH2:1]([C:3]1[CH:4]=[C:5]([CH2:11][CH:12]([NH:17][C:18]([N:20]2[CH2:21][CH2:22][CH:23]([N:26]3[CH2:32][CH2:31][C:30]4[CH:33]=[CH:34][CH:35]=[CH:36][C:29]=4[NH:28][C:27]3=[O:37])[CH2:24][CH2:25]2)=[O:19])[C:13]([OH:15])=[O:14])[CH:6]=[CH:7][C:8]=1[CH2:9][CH3:10])[CH3:2] |f:1.2.3|. Procedure: 26 g of the crude product described in 3d) were dissolved in 200 mL EtOH, combined with 2.3 g (55 mmol) of lithium hydroxide hydrate and stirred overnight at RT. The reaction solution was concentrated by evaporation in vacuo, the residue was taken up with water, extracted with diethyl ether, acidified with citric acid solution and exhaustively extracted with EtOAc. The combined organic phases were dried over MgSO4 and evaporated down in vacuo. Reactants: O=C=Nc1ccc(S(=O)(=O)Cl)cc1, ClCCl, [N-]=C=O, N#Cc1cccc(N)c1. The product is N#Cc1cccc(NC(=O)Nc2ccc(S(=O)(=O)Cl)cc2)c1. RXN SMILES: [Cl:1][S:2](=[O:3])(=[O:4])[c:5]1[cH:6][cH:7][c:8]([N:11]=[C:12]=[O:13])[cH:9][cH:10]1.[Cl:23][CH2:24][Cl:25].[N-:26]=[C:27]=[O:28].[NH2:14][c:15]1[cH:16][c:17]([C:18]#[N:19])[cH:20][cH:21][cH:22]1>>[Cl:1][S:2](=[O:3])(=[O:4])[c:5]1[cH:6][cH:7][c:8]([NH:11][C:12](=[O:13])[NH:14][c:15]2[cH:16][c:17]([C:18]#[N:19])[cH:20][cH:21][cH:22]2)[cH:9][cH:10]1. Reactants: O (water), C([O-])([O-])=O.[K+].[K+] (potassium carbonate), ClC1=CC2=C(N=C(S2)OC2=CC=C(OC(C(=O)O)C)C=C2)C=C1 (2-{4-[(6-chloro-2-benzothiazolyl)-oxy]-phenoxy}-propionic acid), ClC[Si](C)(C)C (chloromethyltrimethylsilane). Solvent: CN(C=O)C (dimethylformamide). Run at temperature 50 celsius, time 15 minute. Product: ClC1=CC2=C(N=C(S2)OC2=CC=C(OC(C(=O)OC[Si](C)(C)C)C)C=C2)C=C1 (trimethylsilyl-methyl 2-{4-[(6-chloro-2-benzothiazolyl)-oxy]-phenoxy}-propionate). RXN SMILES: C(=O)([O-])[O-].[K+].[K+].[Cl:7][C:8]1[CH:29]=[CH:28][C:11]2[N:12]=[C:13]([O:15][C:16]3[CH:27]=[CH:26][C:19]([O:20][CH:21]([CH3:25])[C:22]([OH:24])=[O:23])=[CH:18][CH:17]=3)[S:14][C:10]=2[CH:9]=1.Cl[CH2:31][Si:32]([CH3:35])([CH3:34])[CH3:33].O>CN(C)C=O>[Cl:7][C:8]1[CH:29]=[CH:28][C:11]2[N:12]=[C:13]([O:15][C:16]3[CH:27]=[CH:26][C:19]([O:20][CH:21]([CH3:25])[C:22]([O:24][CH2:31][Si:32]([CH3:35])([CH3:34])[CH3:33])=[O:23])=[CH:18][CH:17]=3)[S:14][C:10]=2[CH:9]=1 |f:0.1.2|. Procedure: 2.9 g of potassium carbonate are added to a solution of 6.2 g (0.179 mole) of the R-enantiomer of 2-{4-[(6-chloro-2-benzothiazolyl)-oxy]-phenoxy}-propionic acid in 20 ml of dimethylformamide. After the mixture has been stirred at 50° C. for 15 minutes, 2.7 g (0.021 mole) of chloromethyltrimethylsilane are added dropwise at this temperature. The mixture is then subsequently stirred at 80° C. for 2 hours. It is then worked up by stripping off the solvent under reduced pressure, adding water to the... Starting materials: ClC1=CC=C(C=C1)C1=NC=2C(=NC=CC2)N1CC(O)C1=CC=CC=C1 (2-(4-chlorophenyl)-α-phenyl-3H-imidazo[4,5-b]pyridine-3-ethanol), [Cr](=O)(=O)([O-])Cl.[NH+]1=CC=CC=C1 (pyridinium chlorochromate). Run in C(Cl)Cl (methylene chloride), C(Cl)Cl (methylene chloride). Run at time 8 hour. Yields the product ClC1=CC=C(C=C1)C1=NC=2C(=NC=CC2)N1CC(=O)C1=CC=CC=C1 (2-[2-(4-Chlorophenyl)-3H-imidazo[4,5-b]pyridin-3-yl]-1-phenyl ethanone). Isolated yield 53.2%. Reaction SMILES: [Cl:1][C:2]1[CH:7]=[CH:6][C:5]([C:8]2[N:16]([CH2:17][CH:18]([C:20]3[CH:25]=[CH:24][CH:23]=[CH:22][CH:21]=3)[OH:19])[C:11]3=[N:12][CH:13]=[CH:14][CH:15]=[C:10]3[N:9]=2)=[CH:4][CH:3]=1.[Cr](Cl)([O-])(=O)=O.[NH+]1C=CC=CC=1>C(Cl)Cl>[Cl:1][C:2]1[CH:7]=[CH:6][C:5]([C:8]2[N:16]([CH2:17][C:18]([C:20]3[CH:21]=[CH:22][CH:23]=[CH:24][CH:25]=3)=[O:19])[C:11]3=[N:12][CH:13]=[CH:14][CH:15]=[C:10]3[N:9]=2)=[CH:4][CH:3]=1 |f:1.2|. Reported procedure: Under nitrogen atmosphere, a solution of 2-(4-chlorophenyl)-α-phenyl-3H-imidazo[4,5-b]pyridine-3-ethanol (9.44 g, 0.027 mole) in methylene chloride (50 ml) was added to a stirred suspension of pyridinium chlorochromate (8.75 g, 0.041 mole) in methylene chloride (100 ml) and allowed to stir at room temperature overnight. The reaction mixture was filtered. The residue was treated with boiling methylene chloride and filtered. The methylene chloride filtrate was treated with Florisil® and filtered. ... Starting materials: CN(C)C=O, CC(C)Cn1c(=O)n(C)c(=O)c2c(Sc3cccs3)c(CCl)sc21, [H-], [Na+], O, c1ccc2[nH]cnc2c1. Yields the product CC(C)Cn1c(=O)n(C)c(=O)c2c(Sc3cccs3)c(Cn3cnc4ccccc43)sc21. Reaction SMILES: [CH3:37][N:38]([CH3:39])[CH:40]=[O:41].[Cl:12][CH2:13][c:14]1[c:15]([S:30][c:31]2[s:32][cH:33][cH:34][cH:35]2)[c:16]2[c:17]([n:18]([CH2:25][CH:26]([CH3:27])[CH3:28])[c:19](=[O:24])[n:20]([CH3:23])[c:21]2=[O:22])[s:29]1.[H-:10].[Na+:11].[OH2:36].[n:1]1[cH:2][nH:3][c:4]2[c:5]1[cH:6][cH:7][cH:8][cH:9]2>>[n:1]1([CH2:13][c:14]2[c:15]([S:30][c:31]3[s:32][cH:33][cH:34][cH:35]3)[c:16]3[c:17]([n:18]([CH2:25][CH:26]([CH3:27])[CH3:28])[c:19](=[O:24])[n:20]([CH3:23])[c:21]3=[O:22])[s:29]2)[cH:2][n:3][c:4]2[c:5]1[cH:6][cH:7][cH:8][cH:9]2. Starting materials: C(#N)C1=C(SC=C1)S(=O)(=O)NC(C)(C)C (3-cyano-N-(1,1-dimethylethyl)thiophene-2-sulfonamide). Run in FC(C(=O)O)(F)F (trifluoroacetic acid). Run at time 8 hour. Product: C(#N)C1=C(SC=C1)S(=O)(=O)N (3-Cyanothiophene-2-sulfonamide). The yield is 83.3%. RXN SMILES: [C:1]([C:3]1[CH:7]=[CH:6][S:5][C:4]=1[S:8]([NH:11]C(C)(C)C)(=[O:10])=[O:9])#[N:2]>FC(F)(F)C(O)=O>[C:1]([C:3]1[CH:7]=[CH:6][S:5][C:4]=1[S:8]([NH2:11])(=[O:10])=[O:9])#[N:2]. Reported procedure: Ten grams of 3-cyano-N-(1,1-dimethylethyl)thiophene-2-sulfonamide was dissolved in 500 mL of trifluoroacetic acid and stirred overnight at room temperature. After removal of the solvent by evaporation, the residue was dissolved in ethyl acetate and washed with four portions of 100 mL of water followed by saturated sodium chloride. After drying over magnesium sulfate, the solvent was evaporated in vacuo to yield 6.42 g of white solid, m.p. 152°-155°. It showed peaks by Nuclear Magnetic Resonance ... The reactants are n-tetrabutylammoniumfluoride, C(C)(C)(C)[Si](OC1=CC=C(C=C1)S(=O)(=O)C1=CC=C(C=C1)[C@H]1CN(CC1)C)(C)C ((S)-3-{4-[4-(tert-butyl-dimethyl-silanyloxy)-benzenesulfonyl]-phenyl}-1-methyl-pyrrolidine). Solvent: C1CCOC1 (THF). Reaction conditions: temperature 2.5 celsius, time 1 hour. Yields the product CN1C[C@@H](CC1)C1=CC=C(C=C1)S(=O)(=O)C1=CC=C(C=C1)O (4-[4-((S)-1-methyl-pyrrolidin-3-yl)-benzenesulfonyl]-phenol). The yield is 68.5%. RXN SMILES: C([Si](C)(C)[O:6][C:7]1[CH:12]=[CH:11][C:10]([S:13]([C:16]2[CH:21]=[CH:20][C:19]([C@@H:22]3[CH2:26][CH2:25][N:24]([CH3:27])[CH2:23]3)=[CH:18][CH:17]=2)(=[O:15])=[O:14])=[CH:9][CH:8]=1)(C)(C)C>C1COCC1>[CH3:27][N:24]1[CH2:25][CH2:26][C@@H:22]([C:19]2[CH:18]=[CH:17][C:16]([S:13]([C:10]3[CH:11]=[CH:12][C:7]([OH:6])=[CH:8][CH:9]=3)(=[O:15])=[O:14])=[CH:21][CH:20]=2)[CH2:23]1. Procedure details: A solution of n-tetrabutylammoniumfluoride (1.0 M in THF, 0.593 mL, 0.59 mmol), was added to a solution of (S)-3-{4-[4-(tert-butyl-dimethyl-silanyloxy)-benzenesulfonyl]-phenyl}-1-methyl-pyrrolidine (242 mg, 0.561 mmol) in THF (2 mL) at 0-5° C. under argon atmosphere. The reaction mixture was stirred at 0-5° C. for 1 hour and then concentrated under reduced pressure. The crude residue was purified by preparative TLC (DCM/MeOH/NH4OH) to give 122 mg of 4-[4-((S)-1-methyl-pyrrolidin-3-yl)-benzenesul... Starting materials: O=C(n1ccnc1)n1ccnc1, CCOC(=O)CCN, C1CCOC1, CCOC(C)=O, Cl, CCCC(c1ccc(C(=O)O)cc1)C(c1ccc(OC)cc1)c1ccc(F)c2ccccc12. The product is CCCC(c1ccc(C(=O)NCCC(=O)OCC)cc1)C(c1ccc(OC)cc1)c1ccc(F)c2ccccc12. RXN SMILES: [C:34]([n:35]1[cH:36][cH:37][n:38][cH:39]1)([n:40]1[cH:41][cH:42][n:43][cH:44]1)=[O:45].[CH2:47]([CH3:48])[O:49][C:50]([CH2:51][CH2:52][NH2:53])=[O:54].[CH2:55]1[O:56][CH2:57][CH2:58][CH2:59]1.[CH3:60][CH2:61][O:62][C:63]([CH3:64])=[O:65].[ClH:46].[F:1][c:2]1[cH:3][cH:4][c:5]([CH:12]([CH:13]([CH2:14][CH2:15][CH3:16])[c:17]2[cH:18][cH:19][c:20]([C:21](=[O:22])[OH:23])[cH:24][cH:25]2)[c:26]2[cH:27][cH:28][c:29]([O:32][CH3:33])[cH:30][cH:31]2)[c:6]2[cH:7][cH:8][cH:9][cH:10][c:11]12>>[F:1][c:2]1[cH:3][cH:4][c:5]([CH:12]([CH:13]([CH2:14][CH2:15][CH3:16])[c:17]2[cH:18][cH:19][c:20]([C:21](=[O:22])[NH:53][CH2:52][CH2:51][C:50]([O:49][CH2:47][CH3:48])=[O:54])[cH:24][cH:25]2)[c:26]2[cH:27][cH:28][c:29]([O:32][CH3:33])[cH:30][cH:31]2)[c:6]2[cH:7][cH:8][cH:9][cH:10][c:11]12. Reactants: C(CCCCCCCCCCC)OCC1CO1 (dodecylglycidyl ether), N[C@@H](CCCNC(N)=N)C(=O)O (L-arginine), C(C)(C)O (i-propanol), C(CCCCCCCCCCC)OCC1CO1 (dodecylglycidyl ether), Cl (hydrochloric acid). The solvent is O (water). Yields the product Cl.OC(C)C(CCCCCCCCC)OCCCN[C@@H](CCCNC(N)=N)C(=O)O (N-(2-hydroxy-3-dodecyloxy)propyl-L-arginine hydrochloride). Yield: 36.0%. As a reaction SMILES: [NH2:1][C@H:2]([C:10]([OH:12])=[O:11])[CH2:3][CH2:4][CH2:5][NH:6][C:7](=[NH:9])[NH2:8].[CH:13]([OH:16])(C)[CH3:14].[CH2:17]([O:29][CH2:30][CH:31]1O[CH2:32]1)[CH2:18][CH2:19][CH2:20][CH2:21][CH2:22][CH2:23][CH2:24][CH2:25][CH2:26]CC.[ClH:34]>O>[ClH:34].[OH:16][CH:13]([CH:17]([O:29][CH2:30][CH2:31][CH2:32][NH:1][C@H:2]([C:10]([OH:12])=[O:11])[CH2:3][CH2:4][CH2:5][NH:6][C:7](=[NH:8])[NH2:9])[CH2:18][CH2:19][CH2:20][CH2:21][CH2:22][CH2:23][CH2:24][CH2:25][CH3:26])[CH3:14] |f:5.6|. Reported procedure: L-arginine (17.4 g, 0.1 mols) was dissolved in 100 ml of water in a three-necked round flask, and 100 ml of i-propanol were added thereto. Then, 24.2 g (0.1 mols) of dodecylglycidyl ether (made by Sakamoto Yakuhin Kogyo Co., Ltd.) were added dropwise thereto over a period of 30 minutes while being heat-refluxed and stirred. Further, the mixture was stirred under reflux for 3 hours. It was determined through TLC and gas chromatography that dodecylglycidyl ether disappeared. Thereafter, the result...